From a dataset of the Open Reaction Database (ORD), a public repository of structured organic reaction records. describe an organic reaction: reactants, conditions, products, and yield The reagents and catalysts are [Fe] (iron). Run at temperature 80 celsius, time 2 hour. Reactants: [N+](=O)([O-])C=1C(=NC=CC1)NC1=CC(=CC=C1)\C=C\C1=CC=NC=C1 (3-nitro-2-[3-[(E)-2-(4-pyridyl)vinyl]phenylamino]pyridine), Cl (hydrochloric acid), C([O-])(O)=O.[Na+] (sodium bicarbonate). RXN SMILES: [N+:1]([C:4]1[C:5]([NH:10][C:11]2[CH:16]=[CH:15][CH:14]=[C:13](/[CH:17]=[CH:18]/[C:19]3[CH:24]=[CH:23][N:22]=[CH:21][CH:20]=3)[CH:12]=2)=[N:6][CH:7]=[CH:8][CH:9]=1)([O-])=O.Cl.C(=O)(O)[O-].[Na+]>C(O)C.[Fe]>[NH2:1][C:4]1[C:5]([NH:10][C:11]2[CH:16]=[CH:15][CH:14]=[C:13](/[CH:17]=[CH:18]/[C:19]3[CH:20]=[CH:21][N:22]=[CH:23][CH:24]=3)[CH:12]=2)=[N:6][CH:7]=[CH:8][CH:9]=1 |f:2.3|. Procedure details: A mixture of 3-nitro-2-[3-[(E)-2-(4-pyridyl)vinyl]phenylamino]pyridine (1.38 g), iron powder (1.0 g) and hydrochloric acid (35D, 3.0 ml) in ethanol (10 ml) was stirred at 80° C. for 2 hours. Then the mixture was poured into aqueous sodium bicarbonate and extracted with ethyl acetate twice. The combined organic phase was washed with aqueous sodium bicarbonate and brine, dried over magnesium sulfate and concentrated. The residue was chromatographed on silica gel column (8% methanol in chloroform) ... Product: NC=1C(=NC=CC1)NC1=CC(=CC=C1)\C=C\C1=CC=NC=C1 (3-amino-2-[3-[(E)-2-(4-pyridyl)vinyl]phenylamino]pyridine). Solvent: C(C)O (ethanol). Yield: 91.2%. Starting materials: CN1C(C2=CC(=C(C=C2C(=C1CC(=O)O)C1=CC=CC=C1)C)C)=O (1,2-Dihydro-2,6,7-trimethyl-1-oxo-4-phenyl-3-isoquinolineacetic acid), C(C1=CC=CC=C1)N (benzylamine). Product: C(C1=CC=CC=C1)NC(CC=1N(C(C2=CC(=C(C=C2C1C1=CC=CC=C1)C)C)=O)C)=O (N-Benzyl-1,2-dihydro-2,6,7-trimethyl-1-oxo-4-phenyl-3-isoquinolineacetamide). Reaction SMILES: [CH3:1][N:2]1[C:11]([CH2:12][C:13](O)=[O:14])=[C:10]([C:16]2[CH:21]=[CH:20][CH:19]=[CH:18][CH:17]=2)[C:9]2[C:4](=[CH:5][C:6]([CH3:23])=[C:7]([CH3:22])[CH:8]=2)[C:3]1=[O:24].[CH2:25]([NH2:32])[C:26]1[CH:31]=[CH:30][CH:29]=[CH:28][CH:27]=1>>[CH2:25]([NH:32][C:13](=[O:14])[CH2:12][C:11]1[N:2]([CH3:1])[C:3](=[O:24])[C:4]2[C:9]([C:10]=1[C:16]1[CH:21]=[CH:20][CH:19]=[CH:18][CH:17]=1)=[CH:8][C:7]([CH3:22])=[C:6]([CH3:23])[CH:5]=2)[C:26]1[CH:31]=[CH:30][CH:29]=[CH:28][CH:27]=1. Procedure details: 1,2-Dihydro-2,6,7-trimethyl-1-oxo-4-phenyl-3-isoquinolineacetic acid (Reference Example 56) and benzylamine were reacted (amidation) and treated in substantially the same manner as in Example 101 to yield the title compound as colorless crystals. Reactants: Cl.O1C(CC2=C1C=CC=C2)CN ((2,3-dihydro-1-benzofuran-2-yl)methylamine hydrochloride), FC1=C(C(=O)O)C=CN=C1 (3-fluoroisonicotinic acid). Yields the product O1C(CC2=C1C=CC=C2)CNC=2C=NC=CC2C(=O)O (3-[(2,3-dihydro-1-benzofuran-2-ylmethyl)amino]pyridine-4-carboxylic acid). The yield is 18.0%. As a reaction SMILES: Cl.[O:2]1[C:6]2[CH:7]=[CH:8][CH:9]=[CH:10][C:5]=2[CH2:4][CH:3]1[CH2:11][NH2:12].F[C:14]1[CH:22]=[N:21][CH:20]=[CH:19][C:15]=1[C:16]([OH:18])=[O:17]>>[O:2]1[C:6]2[CH:7]=[CH:8][CH:9]=[CH:10][C:5]=2[CH2:4][CH:3]1[CH2:11][NH:12][C:19]1[CH:20]=[N:21][CH:22]=[CH:14][C:15]=1[C:16]([OH:18])=[O:17] |f:0.1|. Reported procedure: The title compound was prepared in 18% yield from (2,3-dihydro-1-benzofuran-2-yl)methylamine hydrochloride and 3-fluoroisonicotinic acid according to the procedure for the preparation of Example 5. 1H NMR (400 MHz, DMSO-d6): δ 13.41 (br s, 1H), 8.29 (s, 1H), 7.78 (d, 1H, J=5.0 Hz), 7.75 (br s, 1H), 7.48 (d, 1H, J=5.0 Hz), 7.15 (d, 1H, J=7.2 Hz), 7.01 (t, 1H, J=7.7 Hz), 6.75 (t, 1H, J=7.4 Hz), 6.67 (d, 1H, J=7.9 Hz), 4.95-4.99 (m, 1H), 3.24-3.64 (m, 3H), 2.88-2.95 (m, 1H). [M+H] calc'd for C15H14... Reactants: COC=1C=C(C=CC1O)CC(C)=O ((3-methoxy-4-hydroxyphenyl)-acetone), FC(C=1C=C(CCl)C=CC1)(F)F (3-trifluoromethylbenzyl chloride), C1(=CC=CC=C1)C(CCN)C1=CC=CC=C1 (3,3-diphenylpropylamine), Schiff's base. The product is Cl.COC=1C=C(C=CC1OCC1=CC(=CC=C1)C(F)(F)F)CC(C)NCCC(C1=CC=CC=C1)C1=CC=CC=C1 (1-[3-methoxy-4-(3-trifluoromethylbenzyloxy)-phenyl]-2-(3,3-diphenylpropylamino)-propane hydrochloride). As a reaction SMILES: [CH3:1][O:2][C:3]1[CH:4]=[C:5]([CH2:10][C:11](=O)[CH3:12])[CH:6]=[CH:7][C:8]=1[OH:9].[C:14]1([CH:20]([C:24]2[CH:29]=[CH:28][CH:27]=[CH:26][CH:25]=2)[CH2:21][CH2:22][NH2:23])[CH:19]=[CH:18][CH:17]=[CH:16][CH:15]=1.[F:30][C:31]([F:41])([F:40])[C:32]1[CH:33]=[C:34]([CH:37]=[CH:38][CH:39]=1)[CH2:35][Cl:36]>>[ClH:36].[CH3:1][O:2][C:3]1[CH:4]=[C:5]([CH2:10][CH:11]([NH:23][CH2:22][CH2:21][CH:20]([C:14]2[CH:15]=[CH:16][CH:17]=[CH:18][CH:19]=2)[C:24]2[CH:25]=[CH:26][CH:27]=[CH:28][CH:29]=2)[CH3:12])[CH:6]=[CH:7][C:8]=1[O:9][CH2:35][C:34]1[CH:37]=[CH:38][CH:39]=[C:32]([C:31]([F:30])([F:40])[F:41])[CH:33]=1 |f:3.4|. Procedure: Reacting the (3-methoxy-4-hydroxyphenyl)-acetone with the 3,3-diphenylpropylamine, reducing the resulting Schiff's base as shown above and reacting the resulting saturated compound with 3-trifluoromethylbenzyl chloride, the 1-[3-methoxy-4-(3-trifluoromethylbenzyloxy)-phenyl]-2-(3,3-diphenylpropylamino)-propane hydrochloride is obtained, melting at 142° to 146° after recrystallization from isopropanol. Yields the product FC(C1=CC=C(CN2C([C@H](CC2)O)=O)C=C1)F ((S)-1-(4-(Difluoromethyl)benzyl)-3-hydroxypyrrolidin-2-one). Reactants: Cl (HCl), O1CCOCC1 (dioxane), [Si](C)(C)(C(C)(C)C)O[C@@H]1C(N(CC1)CC1=CC=C(C=C1)C(F)F)=O ((S)-3-((tert-butyldimethylsilyl)oxy)-1-(4-(difluoromethyl)benzyl)pyrrolidin-2-one), [Si](C)(C)(C(C)(C)C)O[C@@H]1C(N(CC1)CC1=CC=C(C=C1)C(F)F)=O ((S)-3-((tert-butyldimethylsilyl)oxy)-1-(4-(difluoromethyl)benzyl)pyrrolidin-2-one). Reaction SMILES: Cl.O1CCOCC1.[Si]([O:15][C@H:16]1[CH2:20][CH2:19][N:18]([CH2:21][C:22]2[CH:27]=[CH:26][C:25]([CH:28]([F:30])[F:29])=[CH:24][CH:23]=2)[C:17]1=[O:31])(C(C)(C)C)(C)C>ClCCl>[F:30][CH:28]([F:29])[C:25]1[CH:24]=[CH:23][C:22]([CH2:21][N:18]2[CH2:19][CH2:20][C@H:16]([OH:15])[C:17]2=[O:31])=[CH:27][CH:26]=1. Reported procedure: A solution of 4 M HCl in dioxane (0.62 mL, 2.5 mmol) was added to a stirred solution of (S)-3-((tert-butyldimethylsilyl)oxy)-1-(4-(difluoromethyl)benzyl)pyrrolidin-2-one (440 mg, 1.24 mmol, intermediate K) in dichloromethane (1.24 mL) at rt. The reaction mixture was stirred for 2 h. The reaction mixture was concentrated in vacuo to afford the desired product (368 mg, quantitative yield): LC-MS (M+H)+ 242.1. Isolated yield 123.0%. Run at time 2 hour. Run in ClCCl (dichloromethane).